The task is: describe an organic reaction: reactants, conditions, products, and yield. This data is from the Open Reaction Database (ORD), a public repository of structured organic reaction records. Starting materials: Cl.NCC=1C=C(C(=O)OC)C=CC1 (methyl 3-(aminomethyl)benzoate hydrochloride), C=1C=CC2=C(C1)N=NN2O (HOBT), CN1CCOCC1 (N-Methyl morpholine), CCN=C=NCCCN(C)C.Cl (EDCl), C(C)OC1=C(O[C@H]2CN(CCC2)C2=NC=C(C=N2)C(=O)O)C=CC=C1 ((R)-2-(3-(2-ethoxyphenoxy)piperidin-1-yl)pyrimidine-5-carboxylic acid). The solvent is CS(=O)C (DMSO), C1CCOC1 (THF). Reaction conditions: temperature 15 celsius, time 4 hour. Yields the product C(C)OC1=C(O[C@H]2CN(CCC2)C2=NC=C(C=N2)C(=O)NCC=2C=C(C(=O)OC)C=CC2)C=CC=C1 ((R)-methyl 3-((2-(3-(2-ethoxyphenoxy)piperidin-1-yl)pyrimidine-5-carboxamido)methyl)benzoate). Isolated yield 74.5%. RXN SMILES: Cl.[NH2:2][CH2:3][C:4]1[CH:5]=[C:6]([CH:11]=[CH:12][CH:13]=1)[C:7]([O:9][CH3:10])=[O:8].CN1CCOCC1.CCN=C=NCCCN(C)C.Cl.C1C=CC2N(O)N=NC=2C=1.[CH2:43]([O:45][C:46]1[CH:67]=[CH:66][CH:65]=[CH:64][C:47]=1[O:48][C@@H:49]1[CH2:54][CH2:53][CH2:52][N:51]([C:55]2[N:60]=[CH:59][C:58]([C:61](O)=[O:62])=[CH:57][N:56]=2)[CH2:50]1)[CH3:44]>C1COCC1.CS(C)=O>[CH2:43]([O:45][C:46]1[CH:67]=[CH:66][CH:65]=[CH:64][C:47]=1[O:48][C@@H:49]1[CH2:54][CH2:53][CH2:52][N:51]([C:55]2[N:60]=[CH:59][C:58]([C:61]([NH:2][CH2:3][C:4]3[CH:5]=[C:6]([CH:11]=[CH:12][CH:13]=3)[C:7]([O:9][CH3:10])=[O:8])=[O:62])=[CH:57][N:56]=2)[CH2:50]1)[CH3:44] |f:0.1,3.4|. Reported procedure: To a 500-mL 3-neck flask was added methyl 3-(aminomethyl)benzoate hydrochloride (12.9 g, 64.1 mmol) followed by DMSO (26 mL). The solution was cooled to 15° C. N-Methyl morpholine (27 mL, 240 mmol) was added followed by EDCl (13 g, 68 mmol) and HOBT (4.09 g, 30 mmol), maintaining the temperature at 15° C. A solution of (R)-2-(3-(2-ethoxyphenoxy)piperidin-1-yl)pyrimidine-5-carboxylic acid (20.94 g, 60.98 mmol) in THF (100 mL) was added dropwise over 10 min. The reaction mixture was warmed to 20-2... Reactants: Cc1ccccc1, O=C(CCCCl)c1ccccc1[N+](=O)[O-], [Na+], [OH-], O. The product is O=C(c1ccccc1[N+](=O)[O-])C1CC1. As a reaction SMILES: [CH3:1][c:2]1[cH:3][cH:4][cH:5][cH:6][cH:7]1.[Cl:8][CH2:9][CH2:10][CH2:11][C:12](=[O:13])[c:14]1[c:15]([N+:20](=[O:21])[O-:22])[cH:16][cH:17][cH:18][cH:19]1.[Na+:24].[OH-:23].[OH2:25]>>[CH2:9]1[CH2:10][CH:11]1[C:12](=[O:13])[c:14]1[c:15]([N+:20](=[O:21])[O-:22])[cH:16][cH:17][cH:18][cH:19]1.